Task: describe an organic reaction: reactants, conditions, products, and yield. Dataset: the Open Reaction Database (ORD), a public repository of structured organic reaction records The reactants are N1C(C2(C3=CC=CC=C13)COC1=CC3=C(OCCO3)C=C12)=O (2,3-dihydrospiro[furo[2,3-g][1,4]benzodioxine-8,3′-indol]-2′(1′H)-one), BrCC1OCCCC1 (2-(bromomethyl)tetrahydro-2H-pyran), 5,6-dihydrospiro[benzo[1,2-b:5,4-b′]difuran-3,3′-indol]-2″(1′H)-one, COC=1C=C(CBr)C=CC1OC (3,4-dimethoxybenzyl bromide). Yields the product COC=1C=C(CN2C(C3(C4=CC=CC=C24)COC2=CC4=C(OCCO4)C=C23)=O)C=CC1OC (1′-(3,4-dimethoxybenzyl)-2,3-dihydrospiro[furo[2,3-g][1,4]benzodioxine-8,3′-indol]-2′(1′H)-one). Reaction SMILES: [NH:1]1[C:9]2[C:4](=[CH:5][CH:6]=[CH:7][CH:8]=2)[C:3]2([C:21]3[C:12](=[CH:13][C:14]4[O:19][CH2:18][CH2:17][O:16][C:15]=4[CH:20]=3)[O:11][CH2:10]2)[C:2]1=[O:22].[CH3:23][O:24][C:25]1[CH:26]=[C:27]([CH:30]=[CH:31][C:32]=1[O:33][CH3:34])[CH2:28]Br.BrCC1CCCCO1>>[CH3:23][O:24][C:25]1[CH:26]=[C:27]([CH:30]=[CH:31][C:32]=1[O:33][CH3:34])[CH2:28][N:1]1[C:9]2[C:4](=[CH:5][CH:6]=[CH:7][CH:8]=2)[C:3]2([C:21]3[C:12](=[CH:13][C:14]4[O:19][CH2:18][CH2:17][O:16][C:15]=4[CH:20]=3)[O:11][CH2:10]2)[C:2]1=[O:22]. Procedure details: Following the procedure as described in EXAMPLE 4 and making non-critical variations using 2,3-dihydrospiro[furo[2,3-g][1,4]benzodioxine-8,3′-indol]-2′(1′H)-one to replace 5,6-dihydrospiro[benzo[1,2-b:5,4-b′]difuran-3,3′-indol]-2″(1′H)-one, and 3,4-dimethoxybenzyl bromide (Oguri, T., et al., Chem. Pharm. Bull. (1977), 25:2287-91) to replace 2-(bromomethyl)tetrahydro-2H-pyran, 1′-(3,4-dimethoxybenzyl)-2,3-dihydrospiro[furo[2,3-g][1,4]benzodioxine-8,3′-indol]-2′(1′H)-one was obtained (100%) as a c... Reaction SMILES: [CH:1]1[C:6]([C@H:7]2[C@H:12]([CH2:13][O:14][C:15]3[CH:16]=[CH:17][C:18]4[O:23][CH2:22][O:21][C:19]=4[CH:20]=3)[CH2:11][NH:10][CH2:9][CH2:8]2)=[CH:5][CH:4]=[C:3]([F:24])[CH:2]=1.C1(NC(=O)[O-])C=CC=CC=1.[OH-].[K+]>C1(C)C=CC=CC=1>[CH:5]1[C:6]([C@H:7]2[C@H:12]([CH2:13][O:14][C:15]3[CH:16]=[CH:17][C:18]4[O:23][CH2:22][O:21][C:19]=4[CH:20]=3)[CH2:11][NH:10][CH2:9][CH2:8]2)=[CH:1][CH:2]=[C:3]([F:24])[CH:4]=1 |f:0.1,2.3|. The product is C1=CC(=CC=C1[C@@H]2CCNC[C@H]2COC=3C=CC4=C(C3)OCO4)F (paroxetine), hydrochloride salt. Procedure: A common procedure is disclosed in EP223403, and corresponding U.S. Pat. No. 4,721,723, wherein a solid-state paroxetine phenylcarbamate (3) was dissolved in toluene and KOH was added. The mixture was refluxed for 2 hours with good agitation. The slurry was then cooled to 20° C. and the toluene washed with water. The obtained solution of paroxetine free base in toluene was further treated with HCI to isolate paroxetine in a form of its hydrochloride salt. Similar procedures for the synthesis of ... Run at temperature 20 celsius. Run in C1(=CC=CC=C1)C (toluene). The reactants are C1=CC(=CC=C1[C@@H]2CCNC[C@H]2COC=3C=CC4=C(C3)OCO4)F.C1(=CC=CC=C1)NC([O-])=O (paroxetine phenylcarbamate), [OH-].[K+] (KOH). Reactants: C(=O)(OC)C1=CC=C(C=C1)C#CC1(CCCCC1)C1=CC(=C(C=C1)OC)OC1CCCC1 (4-(4-carbomethoxyphenylethynyl)-4-(3-cyclopentyloxy-4-methoxyphenyl)cyclohexane), [OH-].[Na+] (sodium hydroxide). Solvent: CO (methanol). The product is C(=O)(O)C1=CC=C(C=C1)C#CC1(CCC(CC1)=O)C1=CC(=C(C=C1)OC)OC1CCCC1 (4-(4-carboxyphenylethynyl)-4-(3-cyclopentyloxy-4-methoxyphenyl)cyclohexan-1-one). Yield: 54.6%. As a reaction SMILES: [C:1]([C:5]1[CH:10]=[CH:9][C:8]([C:11]#[C:12][C:13]2([C:19]3[CH:24]=[CH:23][C:22]([O:25][CH3:26])=[C:21]([O:27][CH:28]4[CH2:32][CH2:31][CH2:30][CH2:29]4)[CH:20]=3)[CH2:18][CH2:17][CH2:16][CH2:15][CH2:14]2)=[CH:7][CH:6]=1)([O:3]C)=[O:2].[OH-:33].[Na+]>CO>[C:1]([C:5]1[CH:6]=[CH:7][C:8]([C:11]#[C:12][C:13]2([C:19]3[CH:24]=[CH:23][C:22]([O:25][CH3:26])=[C:21]([O:27][CH:28]4[CH2:29][CH2:30][CH2:31][CH2:32]4)[CH:20]=3)[CH2:18][CH2:17][C:16](=[O:33])[CH2:15][CH2:14]2)=[CH:9][CH:10]=1)([OH:3])=[O:2] |f:1.2|. Reported procedure: A stirred solution of 4-(4-carbomethoxyphenylethynyl)-4-(3-cyclopentyloxy-4-methoxyphenyl)cyclohexane (0.146 g, 0.326 mmol) in dry methanol (5 mL) was treated with 10% aqueous sodium hydroxide solution (0.46 mL, 1.15 mmol) under an argon atmosphere as described in Example 13. The crude acid was purified by chromatography (silica, ethyl acetate/methylene chloride/formic acid; 10:90:1), the product fractions washed with water three times, was stripped in vacuo, was crystalized with ether and was d... The reactants are CN(CCCOC1=CC=C(C=C1)C1=CN=C(S1)NC1=CC=CC=C1)C ({5-[4-(3-dimethylamino-propoxy)-phenyl]-thiazol-2-yl}-phenyl-amine), S1C=C(C=C1)C1=CN=C(S1)NC1=C(C=C(C=C1)O)C(F)(F)F (4-(5-thiophen-3-yl-thiazol-2-ylamino)-3-trifluoromethyl-phenol), Cl.ClCCN1CCCC1 (1-(2-chloroethyl)-pyrrolidine hydrochloride). Run in C(Cl)Cl.CO (CH2Cl2 MeOH). The product is N1(CCCC1)CCOC1=CC(=C(C=C1)NC=1SC(=CN1)C1=CSC=C1)C(F)(F)F ([4-(2-Pyrrolidin-1-yl-ethoxy)-2-trifluoromethyl-phenyl]-(5-thiophen-3-yl-thiazol-2-yl)-amine). Reaction SMILES: CN(C)CCCOC1C=CC(C2SC(NC3C=CC=CC=3)=NC=2)=CC=1.[S:26]1[CH:30]=[CH:29][C:28]([C:31]2[S:35][C:34]([NH:36][C:37]3[CH:42]=[CH:41][C:40]([OH:43])=[CH:39][C:38]=3[C:44]([F:47])([F:46])[F:45])=[N:33][CH:32]=2)=[CH:27]1.Cl.Cl[CH2:50][CH2:51][N:52]1[CH2:56][CH2:55][CH2:54][CH2:53]1>C(Cl)Cl.CO>[N:52]1([CH2:51][CH2:50][O:43][C:40]2[CH:41]=[CH:42][C:37]([NH:36][C:34]3[S:35][C:31]([C:28]4[CH:29]=[CH:30][S:26][CH:27]=4)=[CH:32][N:33]=3)=[C:38]([C:44]([F:47])([F:46])[F:45])[CH:39]=2)[CH2:56][CH2:55][CH2:54][CH2:53]1 |f:2.3,4.5|. Procedure details: The title compound is prepared as described in Example 8 for {5-[4-(3-dimethylamino-propoxy)-phenyl]-thiazol-2-yl}-phenyl-amine but starting from 4-(5-thiophen-3-yl-thiazol-2-ylamino)-3-trifluoromethyl-phenol (Example 28) and using 1-(2-chloroethyl)-pyrrolidine hydrochloride. The title compound: ES-MS: 439.9 [M+H]+; single peak at tR=3.36 min (System 2); Rf=0.22 (CH2Cl2/MeOH, 90/10). Starting materials: COC(=O)C=1C(=C2C=C(C(N(C2=CN1)CC1=CC=CC=C1)=O)Br)O (1-benzyl-3-bromo-5-hydroxy-2-oxo-1,2-dihydro-[1,7]naphthyridine-6-carboxylic acid methyl ester), C[Sn](C)(C)C (tetramethyltin), C[Sn](C)(C)C (tetramethyltin). Reagents/catalysts: Cl[Pd]([P](C1=CC=CC=C1)(C2=CC=CC=C2)C3=CC=CC=C3)([P](C4=CC=CC=C4)(C5=CC=CC=C5)C6=CC=CC=C6)Cl (PdCl2(PPh3)2). Run in CN(C)C=O (DMF), [Cl-].[Na+].O (brine), CCOC(=O)C (EtOAc). Reaction conditions: temperature 120 celsius. Product: COC(=O)C=1C(=C2C=C(C(N(C2=CN1)CC1=CC=CC=C1)=O)C)O (1-Benzyl-5-hydroxy-3-methyl-2-oxo-1,2-dihydro-[1,7]naphthyridine-6-carboxylic acid methyl ester). The yield is 74.1%. Reaction SMILES: [CH3:1][O:2][C:3]([C:5]1[C:6]([OH:24])=[C:7]2[C:12](=[CH:13][N:14]=1)[N:11]([CH2:15][C:16]1[CH:21]=[CH:20][CH:19]=[CH:18][CH:17]=1)[C:10](=[O:22])[C:9](Br)=[CH:8]2)=[O:4].[CH3:25][Sn](C)(C)C>CN(C=O)C.[Cl-].[Na+].O.CCOC(C)=O.Cl[Pd](Cl)([P](C1C=CC=CC=1)(C1C=CC=CC=1)C1C=CC=CC=1)[P](C1C=CC=CC=1)(C1C=CC=CC=1)C1C=CC=CC=1>[CH3:1][O:2][C:3]([C:5]1[C:6]([OH:24])=[C:7]2[C:12](=[CH:13][N:14]=1)[N:11]([CH2:15][C:16]1[CH:21]=[CH:20][CH:19]=[CH:18][CH:17]=1)[C:10](=[O:22])[C:9]([CH3:25])=[CH:8]2)=[O:4] |f:3.4.5,^1:46,65|. Reported procedure: A mixture of 1-benzyl-3-bromo-5-hydroxy-2-oxo-1,2-dihydro-[1,7]naphthyridine-6-carboxylic acid methyl ester (204 mg, 0.52 mmol), tetramethyltin (0.22 mL, 1.57 mmol), and PdCl2(PPh3)2 (74 mg, 0.10 mmol) in 5 mL of DMF was heated at 120° C. for 1 h under N2 atmosphere. Additional tetramethyltin (0.22 mL, 1.57 mmol) was added and the mixture was heated for 1 h at the same temperature. The mixture was cooled to r.t. and diluted with brine (10 mL) and EtOAc (40 mL). The aqueous layer was extracted wi... The reactants are C(=O)(OCC)C=1NC2=CC=CC=C2C1 (2-carboethoxyindole), BrC=1C=NC=CC1 (3-bromopyridine), C([O-])([O-])=O.[K+].[K+] (potassium carbonate). Reagents/catalysts: [Cu]=O (copper oxide). Run in N1=CC=CC=C1 (pyridine). The product is C(=O)(OCC)C=1N(C2=CC=CC=C2C1)C=1C=NC=CC1 (2-carboethoxy-N-(3-pyridyl)indole). Reaction SMILES: [C:1]([C:6]1[NH:7][C:8]2[C:13]([CH:14]=1)=[CH:12][CH:11]=[CH:10][CH:9]=2)([O:3][CH2:4][CH3:5])=[O:2].Br[C:16]1[CH:17]=[N:18][CH:19]=[CH:20][CH:21]=1.C(=O)([O-])[O-].[K+].[K+]>N1C=CC=CC=1.[Cu]=O>[C:1]([C:6]1[N:7]([C:16]2[CH:17]=[N:18][CH:19]=[CH:20][CH:21]=2)[C:8]2[C:13]([CH:14]=1)=[CH:12][CH:11]=[CH:10][CH:9]=2)([O:3][CH2:4][CH3:5])=[O:2] |f:2.3.4|. Reported procedure: A solution of 10.0 g of 2-carboethoxyindole and 5 ml of 3-bromopyridine in 50 ml of pyridine is refluxed with 5.0 g of copper oxide and 5.0 g of potassium carbonate for 72 hours. Filtration and evaporation yields an oil which is chromatographed on 110 g of silica with 15% ethyl acetate in toluene to yield 2-carboethoxy-N-(3-pyridyl)indole as an oil; IR (CH2Cl2) 1705 cm-1.